From a dataset of the Open Reaction Database (ORD), a public repository of structured organic reaction records. describe an organic reaction: reactants, conditions, products, and yield The reactants are ClC1=NC2=CC=CC=C2C(=C1[N+](=O)[O-])NCC(C)C (2-chloro-N-(2-methylpropyl)-3-nitro-4-quinolinamine), C(C)(=O)O (acetic acid), [H][H] (hydrogen). The reagents and catalysts are [Pt] (platinum on carbon). Run in C(C)(C)O (isopropyl alcohol). Yields the product ClC1=NC2=CC=CC=C2C(=C1N)NCC(C)C (2-chloro-N4 -(2-methylpropyl)-3,4-quinolinediamine). Yield: 73.0%. RXN SMILES: [Cl:1][C:2]1[C:11]([N+:12]([O-])=O)=[C:10]([NH:15][CH2:16][CH:17]([CH3:19])[CH3:18])[C:9]2[C:4](=[CH:5][CH:6]=[CH:7][CH:8]=2)[N:3]=1.C(O)(=O)C.[H][H]>[Pt].C(O)(C)C>[Cl:1][C:2]1[C:11]([NH2:12])=[C:10]([NH:15][CH2:16][CH:17]([CH3:19])[CH3:18])[C:9]2[C:4](=[CH:5][CH:6]=[CH:7][CH:8]=2)[N:3]=1. Procedure: A solution of 2-chloro-N-(2-methylpropyl)-3-nitro-4-quinolinamine (120 g), acetic acid (300 mL), isopropyl alcohol (300 mL), and 5% platinum on carbon (7.2 g) was allowed to stand at room temperature for 30 h under 2 bars of hydrogen pressure. The resulting solution was filtered, and the solvent was removed from the filtrate at reduced pressure. The residue was dissolved in aqueous hydrochloric acid (1 L, 4N). The product was precipitated by adding this solution to a solution of sodium hydroxide... Starting materials: NC1=NC2(CO1)c1cc(Br)ccc1Oc1ccc(I)cc12, COCCOC, CCOC(C)=O, [Na+], [Na+], O=C([O-])[O-], O, c1ccc(P(c2ccccc2)(c2ccccc2)[Pd](P(c2ccccc2)(c2ccccc2)c2ccccc2)(P(c2ccccc2)(c2ccccc2)c2ccccc2)P(c2ccccc2)(c2ccccc2)c2ccccc2)cc1, OB(O)c1cncnc1. Product: NC1=NC2(CO1)c1cc(Br)ccc1Oc1ccc(-c3cncnc3)cc12. As a reaction SMILES: [Br:1][c:2]1[cH:3][c:4]2[c:5]([cH:6][cH:7]1)[O:8][c:9]1[cH:10][cH:11][c:12]([I:21])[cH:13][c:14]1[C:15]21[N:16]=[C:17]([NH2:20])[O:18][CH2:19]1.[CH3:31][O:32][CH2:33][CH2:34][O:35][CH3:36].[CH3:44][CH2:45][O:46][C:47](=[O:48])[CH3:49].[Na+:37].[Na+:38].[O-:39][C:40](=[O:41])[O-:42].[OH2:43].[cH:50]1[cH:51][cH:52][c:53]([P:54]([Pd:55]([P:56]([c:57]2[cH:58][cH:59][cH:60][cH:61][cH:62]2)([c:63]2[cH:64][cH:65][cH:66][cH:67][cH:68]2)[c:69]2[cH:70][cH:71][cH:72][cH:73][cH:74]2)([P:75]([c:76]2[cH:77][cH:78][cH:79][cH:80][cH:81]2)([c:82]2[cH:83][cH:84][cH:85][cH:86][cH:87]2)[c:88]2[cH:89][cH:90][cH:91][cH:92][cH:93]2)[P:94]([c:95]2[cH:96][cH:97][cH:98][cH:99][cH:100]2)([c:101]2[cH:102][cH:103][cH:104][cH:105][cH:106]2)[c:107]2[cH:108][cH:109][cH:110][cH:111][cH:112]2)([c:113]2[cH:114][cH:115][cH:116][cH:117][cH:118]2)[c:119]2[cH:120][cH:121][cH:122][cH:123][cH:124]2)[cH:125][cH:126]1.[n:22]1[cH:23][n:24][cH:25][c:26]([B:28]([OH:29])[OH:30])[cH:27]1>>[Br:1][c:2]1[cH:3][c:4]2[c:5]([cH:6][cH:7]1)[O:8][c:9]1[cH:10][cH:11][c:12](-[c:26]3[cH:25][n:24][cH:23][n:22][cH:27]3)[cH:13][c:14]1[C:15]21[N:16]=[C:17]([NH2:20])[O:18][CH2:19]1. The reactants are ice water, C(OC)(OC)=O (dimethyl carbonate), C[O-].[Na+] (sodium methoxide), Cl (hydrochloric acid), COC=1C(=CC2=C(C(CCCS2)=O)C1)OC (7,8-dimethoxy-3,4-dihydro-1-benzothiepin-5(2H)-one). The product is COC=1C(=CC2=C(C(C(CCS2)C(=O)OC)=O)C1)OC (methyl 7,8-dimethoxy5-oxo-2,3,4,5-tetrahydro-1-benzothiepin-4-carboxylate). Yield: 79.0%. As a reaction SMILES: [C:1](=[O:6])([O:4][CH3:5])OC.C[O-].[Na+].[CH3:10][O:11][C:12]1[C:13]([O:24][CH3:25])=[CH:14][C:15]2[S:21][CH2:20][CH2:19][CH2:18][C:17](=[O:22])[C:16]=2[CH:23]=1.Cl>>[CH3:10][O:11][C:12]1[C:13]([O:24][CH3:25])=[CH:14][C:15]2[S:21][CH2:20][CH2:19][CH:18]([C:1]([O:4][CH3:5])=[O:6])[C:17](=[O:22])[C:16]=2[CH:23]=1 |f:1.2|. Procedure details: To dimethyl carbonate (87 g) is added sodium methoxide (10.5 g), to the mixture is added 7,8-dimethoxy-3,4-dihydro-1-benzothiepin-5(2H)-one(11.0 g) obtained in Reference Example 7. The mixture is heated for two hours under reflux. The reaction mixture is poured into ice-water and acidified (pH 3) with 2N hydrochloric acid, followed by extraction with ethyl acetate. The organic layer is washed with a saturated aqueous saline solution, dried, and concentrated under reduced pressure. The residue is... Starting materials: BrC1=CC(=C(C=C1)C(=O)N1CCN(CC1)C1=NC=C(C=C1C)C)F ((4-bromo-2-fluorophenyl)[4-(3,5-dimethylpyridin-2-yl)piperazin-1-yl]methanone), C(C)(C)C1C(N(C(N1)=O)C)=O (5-isopropyl-3-methylimidazolidine-2,4-dione). Product: CC=1C(=NC=C(C1)C)N1CCN(CC1)C(=O)C1=C(C=C(C=C1)N1C(N(C(C1C(C)C)=O)C)=O)F (1-{4-[4-(3,5-dimethylpyridin-2-yl)piperazine-1-carbonyl]-3-fluorophenyl}-5-isopropyl-3-methylimidazolidine-2,4-dione). The yield is 59.3%. Reaction SMILES: Br[C:2]1[CH:7]=[CH:6][C:5]([C:8]([N:10]2[CH2:15][CH2:14][N:13]([C:16]3[C:21]([CH3:22])=[CH:20][C:19]([CH3:23])=[CH:18][N:17]=3)[CH2:12][CH2:11]2)=[O:9])=[C:4]([F:24])[CH:3]=1.[CH:25]([CH:28]1[NH:32][C:31](=[O:33])[N:30]([CH3:34])[C:29]1=[O:35])([CH3:27])[CH3:26]>>[CH3:22][C:21]1[C:16]([N:13]2[CH2:14][CH2:15][N:10]([C:8]([C:5]3[CH:6]=[CH:7][C:2]([N:32]4[CH:28]([CH:25]([CH3:26])[CH3:27])[C:29](=[O:35])[N:30]([CH3:34])[C:31]4=[O:33])=[CH:3][C:4]=3[F:24])=[O:9])[CH2:11][CH2:12]2)=[N:17][CH:18]=[C:19]([CH3:23])[CH:20]=1. Reported procedure: Using (4-bromo-2-fluorophenyl)[4-(3,5-dimethylpyridin-2-yl)piperazin-1-yl]methanone (157 mg) described in Preparation Example 114 and 5-isopropyl-3-methylimidazolidine-2,4-dione (69 mg) described in Preparation Example 216 and by the reaction and treatment in the same manner as in Example 536, the title compound (111 mg) was obtained. The reactants are N1C=CC2=CC(=CC=C12)C=O (1H-Indole-5-carbaldehyde), C(C)(=O)[O-].[NH4+] (ammonium acetate), [N+](=O)([O-])C (nitromethane). Conditions: temperature 110 celsius. Product: [N+](=O)([O-])C=CC=1C=C2C=CNC2=CC1 (5-(2-nitroethenyl)-1H-indole). Reaction SMILES: [NH:1]1[C:9]2[C:4](=[CH:5][C:6]([CH:10]=O)=[CH:7][CH:8]=2)[CH:3]=[CH:2]1.C([O-])(=O)C.[NH4+].[N+:17]([CH3:20])([O-:19])=[O:18]>>[N+:17]([CH:20]=[CH:10][C:6]1[CH:5]=[C:4]2[C:9](=[CH:8][CH:7]=1)[NH:1][CH:2]=[CH:3]2)([O-:19])=[O:18] |f:1.2|. Procedure details: A mixture of the product from step (a) (7.5 g), ammonium acetate (1.5 g) and nitromethane (77 ml) was heated at 110° C. for 2 hours, then cooled and evaporated in vacuo. The residue was triturated with water to give the desired product as a yellow solid which was filtered off and dried (9.2 g). Starting materials: CC1=NC=CC(=C1)B1OC(C(O1)(C)C)(C)C (2-Methyl-4-(4,4,5,5-tetramethyl-1,3,2-dioxaborolan-2-yl)pyridine), BrC1=C(C=C(C=C1)N1C[C@H](O[C@H](C1)C)C)C1=C(OC=C1)C (cis-4-[4-bromo-3-(2-methyl-3-furanyl)phenyl]-2,6-dimethylmorpholine), O (water), C([O-])([O-])=O.[Na+].[Na+] (sodium carbonate). Reagents/catalysts: C=1C=CC(=CC1)[P](C=2C=CC=CC2)(C=3C=CC=CC3)[Pd]([P](C=4C=CC=CC4)(C=5C=CC=CC5)C=6C=CC=CC6)([P](C=7C=CC=CC7)(C=8C=CC=CC8)C=9C=CC=CC9)[P](C=1C=CC=CC1)(C=1C=CC=CC1)C=1C=CC=CC1 (tetrakis(triphenylphosphine)palladium(0)). Solvent: O1CCOCC1 (1,4-dioxane). Reaction conditions: temperature 100 celsius. Yields the product C[C@@H]1CN(C[C@@H](O1)C)C1=CC(=C(C=C1)C1=CC(=NC=C1)C)C1=C(OC=C1)C (cis-2,6-Dimethyl-4-[3-(2-methyl-3-furanyl)-4-(2-methyl-4-pyridinyl)phenyl]morpholine). As a reaction SMILES: [CH3:1][C:2]1[CH:7]=[C:6](B2OC(C)(C)C(C)(C)O2)[CH:5]=[CH:4][N:3]=1.Br[C:18]1[CH:23]=[CH:22][C:21]([N:24]2[CH2:29][C@H:28]([CH3:30])[O:27][C@H:26]([CH3:31])[CH2:25]2)=[CH:20][C:19]=1[C:32]1[CH:36]=[CH:35][O:34][C:33]=1[CH3:37].O.C(=O)([O-])[O-].[Na+].[Na+]>O1CCOCC1.C1C=CC([P]([Pd]([P](C2C=CC=CC=2)(C2C=CC=CC=2)C2C=CC=CC=2)([P](C2C=CC=CC=2)(C2C=CC=CC=2)C2C=CC=CC=2)[P](C2C=CC=CC=2)(C2C=CC=CC=2)C2C=CC=CC=2)(C2C=CC=CC=2)C2C=CC=CC=2)=CC=1>[CH3:30][C@H:28]1[O:27][C@@H:26]([CH3:31])[CH2:25][N:24]([C:21]2[CH:22]=[CH:23][C:18]([C:6]3[CH:5]=[CH:4][N:3]=[C:2]([CH3:1])[CH:7]=3)=[C:19]([C:32]3[CH:36]=[CH:35][O:34][C:33]=3[CH3:37])[CH:20]=2)[CH2:29]1 |f:3.4.5,^1:54,56,75,94|. Procedure: 2-Methyl-4-(4,4,5,5-tetramethyl-1,3,2-dioxaborolan-2-yl)pyridine (313 mg, 1.428 mmol) was added to a solution of cis-4-[4-bromo-3-(2-methyl-3-furanyl)phenyl]-2,6-dimethylmorpholine (500 mg, 1.428 mmol) in a mixture of 1,4-dioxane (6 mL), water (1.000 mL) and sodium carbonate (303 mg, 2.86 mmol). The solution was degassed using argon gas and then charged with tetrakis(triphenylphosphine)palladium(0) (165 mg, 0.143 mmol). After addition, the reaction mixture was stirred and heated in the microwave... The reactants are C1CCOC1, [H][H], Cc1cc([N+](=O)[O-])ccc1-n1cccc(CCCO)c1=O. Yields the product Cc1cc(N)ccc1-n1cccc(CCCO)c1=O. RXN SMILES: [CH2:24]1[O:25][CH2:26][CH2:27][CH2:28]1.[H:22][H:23].[OH:1][CH2:2][CH2:3][CH2:4][c:5]1[c:6](=[O:21])[n:7](-[c:11]2[c:12]([CH3:20])[cH:13][c:14]([N+:17]([O-:18])=[O:19])[cH:15][cH:16]2)[cH:8][cH:9][cH:10]1>>[OH:1][CH2:2][CH2:3][CH2:4][c:5]1[c:6](=[O:21])[n:7](-[c:11]2[c:12]([CH3:20])[cH:13][c:14]([NH2:17])[cH:15][cH:16]2)[cH:8][cH:9][cH:10]1.